Dataset: the Open Reaction Database (ORD), a public repository of structured organic reaction records. Task: describe an organic reaction: reactants, conditions, products, and yield Starting materials: O=C([O-])[O-], CON, O=C(Cl)c1ncc(C(F)(F)F)cc1Cl, O=C(O)c1ncc(C(F)(F)F)cc1Cl, Cl, [K+], [K+], O=S(Cl)Cl. Yields the product CON=C(O)c1ncc(C(F)(F)F)cc1Cl. Reaction SMILES: [C:37](=[O:38])([O-:39])[O-:40].[CH3:34][O:35][NH2:36].[Cl:19][c:20]1[cH:21][c:22]([C:23]([F:24])([F:25])[F:26])[cH:27][n:28][c:29]1[C:30]([Cl:31])=[O:32].[Cl:1][c:2]1[c:3]([C:12](=[O:13])[OH:14])[n:4][cH:5][c:6]([C:8]([F:9])([F:10])[F:11])[cH:7]1.[ClH:33].[K+:41].[K+:42].[S:15]([Cl:16])([Cl:17])=[O:18]>>[Cl:1][c:2]1[c:3]([C:12]([OH:14])=[N:36][O:35][CH3:34])[n:4][cH:5][c:6]([C:8]([F:9])([F:10])[F:11])[cH:7]1. Reactants: Cl.COC=1C=C2CC[C@@H]([C@@H](C2=CC1)C1=CC=CC=C1)CNC (cis-6-methoxy-2-methylaminomethyl-1-phenyl-1,2,3,4-tetrahydronaphthalene hydrochloride), COC(C(C)Br)=O (methyl-2-bromopropionate), resultant mixture, C([O-])([O-])=O.[Cs+].[Cs+] (cesium carbonate), CN(C=O)C (N,N-dimethylformamide). Run in O (water). Yields the product COC(C(C)N(C[C@@H]1[C@@H](C2=CC=C(C=C2CC1)OC)C1=CC=CC=C1)C)=O (Methyl-2-[cis-N-methyl-N-(6-methoxy-1-phenyl-1,2,3,4-tetrahydronaphthalen-2-ylmethyl) amino]propionate). As a reaction SMILES: Cl.[CH3:2][O:3][C:4]1[CH:5]=[C:6]2[C:11](=[CH:12][CH:13]=1)[C@@H:10]([C:14]1[CH:19]=[CH:18][CH:17]=[CH:16][CH:15]=1)[C@@H:9]([CH2:20][NH:21][CH3:22])[CH2:8][CH2:7]2.C(=O)([O-])[O-].[Cs+].[Cs+].CN(C)C=O.[CH3:34][O:35][C:36](=[O:40])[CH:37](Br)[CH3:38]>O>[CH3:34][O:35][C:36](=[O:40])[CH:37]([N:21]([CH3:22])[CH2:20][C@H:9]1[CH2:8][CH2:7][C:6]2[C:11](=[CH:12][CH:13]=[C:4]([O:3][CH3:2])[CH:5]=2)[C@H:10]1[C:14]1[CH:15]=[CH:16][CH:17]=[CH:18][CH:19]=1)[CH3:38] |f:0.1,2.3.4|. Reported procedure: To a mixture of cis-6-methoxy-2-methylaminomethyl-1-phenyl-1,2,3,4-tetrahydronaphthalene hydrochloride (1.00 g; prepared according to the procedures in Process 1), cesium carbonate (5.13 g) and N,N-dimethylformamide (20 cm3) was added methyl-2-bromopropionate (0.35 cm3) and the resultant mixture was stirred at 75° C. for 5 h. The reaction was then allowed to cool to room temperature and water (100 cm3) was added. The resulting mixture was extracted with diethyl ether (2×100 cm3) and the combined... Reaction SMILES: [OH-:1].[Li+].[C:3]([O:7][C:8]([N:10]1[C:19]2[C:14](=[CH:15][C:16]([F:20])=[CH:17][CH:18]=2)[C:13]([CH3:22])([CH3:21])[CH2:12][C:11]1=[O:23])=[O:9])([CH3:6])([CH3:5])[CH3:4]>C1COCC1>[C:3]([O:7][C:8]([NH:10][C:19]1[CH:18]=[CH:17][C:16]([F:20])=[CH:15][C:14]=1[C:13]([CH3:22])([CH3:21])[CH2:12][C:11]([OH:23])=[O:1])=[O:9])([CH3:6])([CH3:5])[CH3:4] |f:0.1|. Reactants: [OH-].[Li+] (lithium hydroxide), 44, C(C)(C)(C)OC(=O)N1C(CC(C2=CC(=CC=C12)F)(C)C)=O (1-tert-butoxycarbonyl-3,4-dihydro-4,4-dimethyl-6-fluoro-2-quinolone). Conditions: time 24 hour. The product is C(C)(C)(C)OC(=O)NC1=C(C=C(C=C1)F)C(CC(=O)O)(C)C (3-(2-tert-butoxycarbonylamino-5-fluorophenyl)-3-methylbutyric acid). Reported procedure: 375 ml (0.75 mol) of an aqueous 2 M lithium hydroxide solution is added to a solution of 44 (0.15 mol) of 1-tert-butoxycarbonyl-3,4-dihydro-4,4-dimethyl-6-fluoro-2-quinolone in 1 l of THF. After 24 hours at room temperature, the batch is concentrated by evaporation, brought to pH 4 with 10% citric acid and extracted with ether. The combined organic extracts are washed with saturated NaCl, dried (Na2SO4) and concentrated by evaporation in a vacuum. Column chromatography of the residue on silica g... Run in C1CCOC1 (THF). Reactants: C1(CC1)C[O-].[Na+] (sodium cyclopropylmethoxide), FC(C=1C=C(C=CC1Cl)[N+](=O)[O-])(F)F (3-(trifluoromethyl)-4-chloronitrobenzene), ice water. The solvent is CS(=O)C (DMSO), CS(=O)C (DMSO). Run at temperature 10 celsius. Product: FC(C=1C=C(C=CC1OCC1CC1)[N+](=O)[O-])(F)F (3-(trifluoromethyl)-4-(cyclopropylmethoxy)nitrobenzene). Isolated yield 42.1%. As a reaction SMILES: [F:1][C:2]([F:14])([F:13])[C:3]1[CH:4]=[C:5]([N+:10]([O-:12])=[O:11])[CH:6]=[CH:7][C:8]=1Cl.[CH:15]1([CH2:18][O-:19])[CH2:17][CH2:16]1.[Na+]>CS(C)=O>[F:1][C:2]([F:14])([F:13])[C:3]1[CH:4]=[C:5]([N+:10]([O-:12])=[O:11])[CH:6]=[CH:7][C:8]=1[O:19][CH2:18][CH:15]1[CH2:17][CH2:16]1 |f:1.2|. Reported procedure: To a cooled (10° C.) solution containing 22.5 g (0.1 mole) of 3-(trifluoromethyl)-4-chloronitrobenzene in 100 ml of DMSO was added with stirring at ambient temperature a solution containing 0.11 mole of sodium cyclopropylmethoxide (prepared by dissolving 4.9 g of 57% sodium hydride in 7.9 g of cyclopropylmethanol and 50 ml of tetrahydrofuran) in 100 ml of DMSO. The reaction mixture was heated at 50° C. for one hour, poured into ice water and filtered. Recrystallization of the filter cake from he...